From a dataset of the Open Reaction Database (ORD), a public repository of structured organic reaction records. describe an organic reaction: reactants, conditions, products, and yield Starting materials: BrCCCCCCOCCC#C (6-Bromohexylbut-3-ynyl ether), C([O-])(O)=O.[Na+] (sodium bicarbonate). The solvent is CS(=O)C (DMSO), CS(=O)C (DMSO), C(C)OCC (diethyl ether). Product: C(CC#C)OCCCCCC=O (6-(But-3-ynyloxy)hexanal). Isolated yield 85.8%. RXN SMILES: Br[CH2:2][CH2:3][CH2:4][CH2:5][CH2:6][CH2:7][O:8][CH2:9][CH2:10][C:11]#[CH:12].C(=O)(O)[O-:14].[Na+]>CS(C)=O.C(OCC)C>[CH2:9]([O:8][CH2:7][CH2:6][CH2:5][CH2:4][CH2:3][CH:2]=[O:14])[CH2:10][C:11]#[CH:12] |f:1.2|. Reported procedure: 6-Bromohexylbut-3-ynyl ether (DE3513885A1) (525 mg) in DMSO (2 ml) was added to a mixture of sodium bicarbonate (1 g) in DMSO (8 ml) at 150° C. with vigorous stirring and nitrogen bubbling through the solution. The mixture was stirred for 20 min at 150° C. and then allowed to cool to room temperature, diluted with diethyl ether and washed with water. The aqueous layer was extracted with diethyl ether and the combined ether layers were washed with dilute hydrochloric acid, brine, dried (MgSO4) an...